This data is from the Open Reaction Database (ORD), a public repository of structured organic reaction records. The task is: describe an organic reaction: reactants, conditions, products, and yield Reactants: CS(=O)(=O)N1CCC(C(=O)O)CC1, CN(C(=O)c1ccc(C(F)(F)F)cn1)C1CCNCC1c1ccc(Cl)c(Cl)c1, Cl. Yields the product CN(C(=O)c1ccc(C(F)(F)F)cn1)C1CCN(C(=O)C2CCN(S(C)(=O)=O)CC2)CC1c1ccc(Cl)c(Cl)c1. As a reaction SMILES: [CH3:30][S:31](=[O:32])(=[O:33])[N:34]1[CH2:35][CH2:36][CH:37]([C:40](=[O:41])[OH:42])[CH2:38][CH2:39]1.[Cl:2][c:3]1[cH:4][c:5]([CH:10]2[CH2:11][NH:12][CH2:13][CH2:14][CH:15]2[N:16]([C:17](=[O:18])[c:19]2[n:20][cH:21][c:22]([C:25]([F:26])([F:27])[F:28])[cH:23][cH:24]2)[CH3:29])[cH:6][cH:7][c:8]1[Cl:9].[ClH:1]>>[Cl:2][c:3]1[cH:4][c:5]([CH:10]2[CH2:11][N:12]([C:40]([CH:37]3[CH2:36][CH2:35][N:34]([S:31]([CH3:30])(=[O:32])=[O:33])[CH2:39][CH2:38]3)=[O:41])[CH2:13][CH2:14][CH:15]2[N:16]([C:17](=[O:18])[c:19]2[n:20][cH:21][c:22]([C:25]([F:26])([F:27])[F:28])[cH:23][cH:24]2)[CH3:29])[cH:6][cH:7][c:8]1[Cl:9]. Product: ClC1=NC(=CC(=C1N)NCC(C)C)C (2-Chloro-N4-(2-methylpropyl)-6-methyl pyridin-3,4-diamine). The reagents and catalysts are [Pt] (platinum on carbon). Solvent: C1(=CC=CC=C1)C (toluene). Procedure details: 2-Chloro-N-(2-methylpropyl)-6-methyl-3-nitropyridin-4-amine (5.00 g) from Part A, toluene (100 ml), and 5% platinum on carbon (3.5 g) were added to a Parr shaker and placed on a hydrogenator at a hydrogen pressure of 345 kPa for 4 hours. The reaction, monitored by HPLC, was complete, and the resulting reaction mixture was filtered through a fluted filter paper and then through a folded No.2 Whatman filter. The solvent was removed from the filtrate under reduced pressure, and the resulting oil (4... As a reaction SMILES: [Cl:1][C:2]1[C:7]([N+:8]([O-])=O)=[C:6]([NH:11][CH2:12][CH:13]([CH3:15])[CH3:14])[CH:5]=[C:4]([CH3:16])[N:3]=1.[H][H]>[Pt].C1(C)C=CC=CC=1>[Cl:1][C:2]1[C:7]([NH2:8])=[C:6]([NH:11][CH2:12][CH:13]([CH3:14])[CH3:15])[CH:5]=[C:4]([CH3:16])[N:3]=1. Reactants: ClC1=NC(=CC(=C1[N+](=O)[O-])NCC(C)C)C (2-Chloro-N-(2-methylpropyl)-6-methyl-3-nitropyridin-4-amine), [H][H] (hydrogen).